Dataset: the Open Reaction Database (ORD), a public repository of structured organic reaction records. Task: describe an organic reaction: reactants, conditions, products, and yield Starting materials: C(C1=CC=CC=C1)NS(O)(=O)=O (benzylsulfamic acid), P(Cl)(Cl)(Cl)(Cl)Cl (PCl5). The solvent is C1(=CC=CC=C1)C (toluene). Product: C(C1=CC=CC=C1)NS(=O)(=O)Cl (Benzylsulfamoyl chloride). Reaction SMILES: [CH2:1]([NH:8][S:9](=[O:12])(=O)[OH:10])[C:2]1[CH:7]=[CH:6][CH:5]=[CH:4][CH:3]=1.P(Cl)(Cl)(Cl)(Cl)[Cl:14]>C1(C)C=CC=CC=1>[CH2:1]([NH:8][S:9]([Cl:14])(=[O:12])=[O:10])[C:2]1[CH:7]=[CH:6][CH:5]=[CH:4][CH:3]=1. Procedure details: A stirred mixture of benzylsulfamic acid (73 g), PCl5 (81 g) in toluene (540 ml) is heated to 40°-50° C. for one hour and refluxed for about 3 hours. The cooled mixture is filtered through Celite and the filtrate concentrated in vacuo to remove the toluene affording the desired product as a liquid. The reactants are Cl (HCl), N(=O)OC(C)(C)C (tert-butyl nitrite), cupric chloride, NC=1SC(=CN1)C(=O)OCC (ethyl 2-aminothiazole-5-carboxylate). Solvent: C(C)#N (acetonitrile). Yields the product ClC=1SC(=CN1)C(=O)OCC (Ethyl 2-chlorothiazole-5-carboxylate). The yield is 97.0%. Reaction SMILES: N(OC(C)(C)C)=O.N[C:9]1[S:10][C:11]([C:14]([O:16][CH2:17][CH3:18])=[O:15])=[CH:12][N:13]=1.[ClH:19]>C(#N)C>[Cl:19][C:9]1[S:10][C:11]([C:14]([O:16][CH2:17][CH3:18])=[O:15])=[CH:12][N:13]=1. Procedure: To a solution of tert-butyl nitrite (9.3 g, 90 mmol) and cupric chloride (9.7 g, 72 mmol) in 150 mL of acetonitrile at 65° C. was added portionwise ethyl 2-aminothiazole-5-carboxylate (10.3 g, 60 mmol) (prepared by the method of Dann, O. Chem Ber 76 419 (1943)) resulting in vigorous gas evolution. After the addition was complete, the solution was stirred until gas evolution ceased (30 minutes). The solution was cooled and poured into 250 mL of cold 20% v/v aqueous HCl. The aqueous solution was e... Starting materials: C(C)(=O)OCC(=O)O (acetoxyacetic acid), C(C)(=O)OCC(=O)N(CCOC)CC=1C=NC(=CC1)C1=CC2=NC=CC(=C2S1)OC=1C=NC(=CC1)NC(=O)NC1CC1 (2-(((6-(7-(6-(3-cyclopropylureido)pyridin-3-yloxy)thieno[3,2-b]pyridin-2-yl)pyridin-3-yl)methyl)(2-methoxyethyl)amino)-2-oxoethyl acetate), C1(CC1)NC(NC1=CC(=C(OC2=C3C(=NC=C2)C=C(S3)C=3N=CN(C3)CCN3CCN(CC3)C(=O)OC(C)(C)C)C=C1)F)=O (tert-butyl 4-(2-(4-(7-(4-(3-cyclopropylureido)-2-fluorophenoxy)thieno[3,2-b]pyridin-2-yl)-1H-imidazol-1-yl)ethyl)piperazine-1-carboxylate), C1(CC1)NC(=O)NC1=CC(=C(C=C1)OC1=C2C(=NC=C1)C=C(S2)C2=NC=C(C=C2)CN2CCNCC2)F (1-cyclopropyl-3-(3-fluoro-4-(2-(5-(piperazin-1-ylmethyl)pyridin-2-yl)thieno[3,2-b]-pyridin-7-yloxy)phenyl)urea), C1(CC1)NC(=O)NC1=CC(=C(C=C1)OC1=C2C(=NC=C1)C=C(S2)C2=NC=C(C=C2)CN2CCNCC2)F (1-cyclopropyl-3-(3-fluoro-4-(2-(5-(piperazin-1-ylmethyl)pyridin-2-yl)thieno[3,2-b]-pyridin-7-yloxy)phenyl)urea). Product: Compounds 312, C1(CC1)NC(NC1=CC=C(C=N1)OC1=C2C(=NC=C1)C=C(S2)C2=CC=C(C=N2)CN(C(CO)=O)CCOC)=O (N-((6-(7-(6-(3-cyclopropylureido)pyridin-3-yloxy)thieno[3,2-b]pyridin-2-yl)pyridin-3-yl)methyl)-2-hydroxy-N-(2-methoxyethyl)acetamide). RXN SMILES: C1(NC(=O)NC2C=CC(OC3C=CN=C4C=C(C5N=CN(CCN6CCN(C(OC(C)(C)C)=O)CC6)C=5)SC=34)=C(F)C=2)CC1.C1(NC(NC2C=CC(OC3C=CN=C4C=C(C5C=CC(CN6CCNCC6)=CN=5)SC=34)=C(F)C=2)=O)CC1.C(OCC(O)=O)(=O)C.C([O:93][CH2:94][C:95]([N:97]([CH2:102][C:103]1[CH:104]=[N:105][C:106]([C:109]2[S:117][C:116]3[C:111](=[N:112][CH:113]=[CH:114][C:115]=3[O:118][C:119]3[CH:120]=[N:121][C:122]([NH:125][C:126]([NH:128][CH:129]4[CH2:131][CH2:130]4)=[O:127])=[CH:123][CH:124]=3)[CH:110]=2)=[CH:107][CH:108]=1)[CH2:98][CH2:99][O:100][CH3:101])=[O:96])(=O)C>>[CH:129]1([NH:128][C:126](=[O:127])[NH:125][C:122]2[N:121]=[CH:120][C:119]([O:118][C:115]3[CH:114]=[CH:113][N:112]=[C:111]4[CH:110]=[C:109]([C:106]5[N:105]=[CH:104][C:103]([CH2:102][N:97]([CH2:98][CH2:99][O:100][CH3:101])[C:95](=[O:96])[CH2:94][OH:93])=[CH:108][CH:107]=5)[S:117][C:116]=34)=[CH:124][CH:123]=2)[CH2:130][CH2:131]1. Procedure: Compounds 309 (example 167) and 310 (example 168) were prepared by reacting compounds 307 (scheme 68) and compound 49 (scheme 15) with acetoxyacetic acid, similarly to compound 30 (scheme 13). Compound 311 (example 169) was synthesized by following the procedures described above for the synthesis of compound 49 (scheme 15). Compounds 312 (example 170) and 313 (example 171) were obtained similarly to compound 31 (scheme 13). Compound 314 (example 172) was synthesized by following the procedures d...